The task is: describe an organic reaction: reactants, conditions, products, and yield. This data is from the Open Reaction Database (ORD), a public repository of structured organic reaction records. The reactants are Cl.N1CCC(CC1)CCN1C(C=2C=C3C(=CC2C1=O)OCO3)=O (6-[2-(4-piperidyl)ethyl]-[1,3]dioxolo[4,5-f]isoindole-5,7-dione hydrochloride), Br.BrCC=1N=NC=CC1 (3-bromomethylpyridazine hydrobromide), raw materials. The product is N1=NC(=CC=C1)CN1CCC(CC1)CCN1C(C=2C=C3C(=CC2C1=O)OCO3)=O (6-[2-[1-(pyridazin-3-ylmethyl)-4-piperidyl]ethyl]-[1,3]dioxolo[4,5-f]isoindole-5,7-dione). Reaction SMILES: Cl.[NH:2]1[CH2:7][CH2:6][CH:5]([CH2:8][CH2:9][N:10]2[C:18](=[O:19])[C:17]3[CH:16]=[C:15]4[O:20][CH2:21][O:22][C:14]4=[CH:13][C:12]=3[C:11]2=[O:23])[CH2:4][CH2:3]1.Br.Br[CH2:26][C:27]1[N:28]=[N:29][CH:30]=[CH:31][CH:32]=1>>[N:29]1[CH:30]=[CH:31][CH:32]=[C:27]([CH2:26][N:2]2[CH2:7][CH2:6][CH:5]([CH2:8][CH2:9][N:10]3[C:18](=[O:19])[C:17]4[CH:16]=[C:15]5[O:20][CH2:21][O:22][C:14]5=[CH:13][C:12]=4[C:11]3=[O:23])[CH2:4][CH2:3]2)[N:28]=1 |f:0.1,2.3|. Procedure details: Compound I-37 was prepared according to the method in example 3, using 6-[2-(4-piperidyl)ethyl]-[1,3]dioxolo[4,5-f]isoindole-5,7-dione hydrochloride (compound II-1) and 3-bromomethylpyridazine hydrobromide as the raw materials: 1H NMR (CDCl3): δ 1.26-1.32 (m, 3H), 1.58 (q, 2H, J=5.0 Hz), 1.75 (d, 2H, J=8.9 Hz), 2.12 (t, 2H, J=10.6 Hz), 2.81 (d, 2H, J=11.1 Hz), 3.65 (t, 2H, J=7.2 Hz), 3.84 (s, 2H), 6.15 (s, 2H), 7.19 (s, 2H), 7.45 (dd, 1H, J=8.4, 4.9 Hz), 7.66 (dd, 1H, J=8.4, 1.2 Hz), 9.07 (dd, 1... The reactants are C1(=CC=CC=C1)P(C1=CC=CC=C1)C1=CC=CC=C1 (triphenylphosphine), N1=CC=C(C=C1)CCCO (3-(4-Pyridyl)-1-propanol), ClN1C(CCC1=O)=O (N-chlorosuccinimide). The solvent is ClCCl (dichloromethane). Conditions: time 8 hour. Product: ClCCCC1=CC=NC=C1 (1-Chloro-3-(4-pyridyl)propane). Isolated yield 78.8%. Reaction SMILES: [N:1]1[CH:6]=[CH:5][C:4]([CH2:7][CH2:8][CH2:9]O)=[CH:3][CH:2]=1.C1(P(C2C=CC=CC=2)C2C=CC=CC=2)C=CC=CC=1.[Cl:30]N1C(=O)CCC1=O>ClCCl>[Cl:30][CH2:9][CH2:8][CH2:7][C:4]1[CH:5]=[CH:6][N:1]=[CH:2][CH:3]=1. Procedure details: 3-(4-Pyridyl)-1-propanol (2.68 g, 19.3724 mmol) was dissolved in dichloromethane (100 ml), triphenylphosphine (5.6 g. 21.3096 mmol) was added, and then N-chlorosuccinimide (2.6 g, 19.3724 mmol) was gradually added while cooling on ice prior to stirring overnight. After distilling off the solvent under reduced pressure, the residue was dissolved in ethyl acetate and extracted with 1N hydrochloric acid. Upon neutralization with saturated bicarbonate water, the mixture was extracted with ethyl acet... Reactants: FC1=CC=C(C=C1)C=1C=NC(NN1)=O (6-(p-fluorophenyl)-1,2,4-triazin-3(2H)-one), P(=O)(Cl)(Cl)Cl (phosphorus oxychloride), CN(C=O)C (N,N-dimethylformamide). Run in C(Cl)(Cl)Cl (chloroform), C(Cl)(Cl)Cl (chloroform). The product is ClC=1N=NC(=CN1)C1=CC=C(C=C1)F (3-chloro-6-(p-fluorophenyl)-1,2,4-triazine). RXN SMILES: [F:1][C:2]1[CH:7]=[CH:6][C:5]([C:8]2[CH:9]=[N:10][C:11](=O)[NH:12][N:13]=2)=[CH:4][CH:3]=1.P(Cl)(Cl)([Cl:17])=O.CN(C)C=O>C(Cl)(Cl)Cl>[Cl:17][C:11]1[N:12]=[N:13][C:8]([C:5]2[CH:6]=[CH:7][C:2]([F:1])=[CH:3][CH:4]=2)=[CH:9][N:10]=1. Procedure details: A suspension of 20 g. of 6-(p-fluorophenyl)-1,2,4-triazin-3(2H)-one in 158 ml. of chloroform is cooled in an ice bath and 178.5 ml. of phosphorus oxychloride is added followed by 1.2 g. of N,N-dimethylformamide. The mixture is refluxed for 4.5 hours and then the excess phosphorus oxychloride is removed in vacuo. The residue is redissolved in chloroform and poured into ice-water. When the ice melts the mixture is filtered. The organic layer of the filtrate is washed with water and saturated sodiu... Starting materials: CCc1nc(-c2ccc(Cl)cc2Cl)c(CC)nc1Br, CS(C)=O, OC1CCCc2ccccc21, [H-], [Na+], O. Product: CCc1nc(-c2ccc(Cl)cc2Cl)c(CC)nc1OC1CCCc2ccccc21. As a reaction SMILES: [Br:14][c:15]1[n:16][c:17]([CH2:31][CH3:32])[c:18](-[c:23]2[c:24]([Cl:30])[cH:25][c:26]([Cl:29])[cH:27][cH:28]2)[n:19][c:20]1[CH2:21][CH3:22].[CH3:33][S:34]([CH3:35])=[O:36].[CH:1]1([OH:11])[CH2:2][CH2:3][CH2:4][c:5]2[cH:6][cH:7][cH:8][cH:9][c:10]21.[H-:13].[Na+:12].[OH2:37]>>[CH:1]1([O:11][c:15]2[n:16][c:17]([CH2:31][CH3:32])[c:18](-[c:23]3[c:24]([Cl:30])[cH:25][c:26]([Cl:29])[cH:27][cH:28]3)[n:19][c:20]2[CH2:21][CH3:22])[CH2:2][CH2:3][CH2:4][c:5]2[cH:6][cH:7][cH:8][cH:9][c:10]21. The reactants are CC(C)(C)OC(=O)N1CCc2ccc(Cl)c(SCc3ccc(Cl)nn3)c2CC1, CC(C)(C)CO, C1CCOC1, [H-], [Na+], O. Product: CC(C)(C)COc1ccc(CSc2c(Cl)ccc3c2CCN(C(=O)OC(C)(C)C)CC3)nn1. As a reaction SMILES: [C:9]([CH3:10])([CH3:11])([CH3:12])[O:13][C:14](=[O:15])[N:16]1[CH2:17][CH2:18][c:19]2[c:20]([c:23]([S:28][CH2:29][c:30]3[n:31][n:32][c:33]([Cl:36])[cH:34][cH:35]3)[c:24]([Cl:27])[cH:25][cH:26]2)[CH2:21][CH2:22]1.[CH2:1]([C:2]([CH3:3])([CH3:4])[CH3:5])[OH:6].[CH2:37]1[O:38][CH2:39][CH2:40][CH2:41]1.[H-:7].[Na+:8].[OH2:42]>>[CH2:1]([C:2]([CH3:3])([CH3:4])[CH3:5])[O:6][c:33]1[n:32][n:31][c:30]([CH2:29][S:28][c:23]2[c:20]3[c:19]([cH:26][cH:25][c:24]2[Cl:27])[CH2:18][CH2:17][N:16]([C:14]([O:13][C:9]([CH3:10])([CH3:11])[CH3:12])=[O:15])[CH2:22][CH2:21]3)[cH:35][cH:34]1.